describe an organic reaction: reactants, conditions, products, and yield From a dataset of the Open Reaction Database (ORD), a public repository of structured organic reaction records. Starting materials: S(F)(F)(F)F (Sulfur tetrafluoride), C(=O)=O.CC(=O)C (dry-ice acetone), [CH2-]C(=O)C (acetonide), CC1=NC=C(C(=C1O)CO)CO (2-methyl-3-hydroxy-4-hydroxymethyl-5-hydroxymethyl pyridine), C(=O)=O (dry-ice), Cl (HCl). The product is CC1=NC=C(C(=C1O)CO)CF (2-Methyl-3-Hydroxy-4-Hydroxymethyl-5-Fluoromethyl-Pyridine). Reaction SMILES: S(F)(F)(F)[F:2].[CH2-]C(C)=O.[CH3:10][C:11]1[C:16]([OH:17])=[C:15]([CH2:18][OH:19])[C:14]([CH2:20]O)=[CH:13][N:12]=1.C(=O)=O.CC(C)=O.C(=O)=O.Cl>>[CH3:10][C:11]1[C:16]([OH:17])=[C:15]([CH2:18][OH:19])[C:14]([CH2:20][F:2])=[CH:13][N:12]=1 |f:3.4|. Reported procedure: Sulfur tetrafluoride (41 mg.-mole) is passed into 40 ml. of liquid HF, cooled in a dry-ice-acetone bath, then, acetonide of 2-methyl-3-hydroxy-4-hydroxymethyl-5-hydroxymethyl pyridine, (4.18 g.; 20 mg.-mole) is added under continuing cooling. The dry-ice-acetone bath is not replenished with dry-ice and the mixture is left standing in it overnight. After blowing off the remaining HF at room temperature, conc. aq. HCl is added, evaporated to dryness in vacuo, the residue is redissolved in 20 ml. o... Reactants: COC(=O)c1ccc(-c2coc3ccc(-c4nnc(C)o4)cc23)cc1, CO, Cl, [Na+], C1CCOC1, [OH-], O. The product is Cc1nnc(-c2ccc3occ(-c4ccc(C(=O)O)cc4)c3c2)o1. As a reaction SMILES: [CH3:1][c:2]1[n:3][n:4][c:5](-[c:7]2[cH:8][cH:9][c:10]3[c:11]([c:12](-[c:15]4[cH:16][cH:17][c:18]([C:19](=[O:20])[O:21][CH3:22])[cH:23][cH:24]4)[cH:13][o:14]3)[cH:25]2)[o:6]1.[CH3:35][OH:36].[ClH:33].[Na+:27].[O:28]1[CH2:29][CH2:30][CH2:31][CH2:32]1.[OH-:26].[OH2:34]>>[CH3:1][c:2]1[n:3][n:4][c:5](-[c:7]2[cH:8][cH:9][c:10]3[c:11]([c:12](-[c:15]4[cH:16][cH:17][c:18]([C:19](=[O:20])[OH:21])[cH:23][cH:24]4)[cH:13][o:14]3)[cH:25]2)[o:6]1. The reactants are C(C)OCC (diethyl ether), C(C)(C)(C)OC(=O)N1CCN(CC1)C(=O)C=1C2=C(N=C(C1)C1=CC=C(C=C1)O)N(N=C2\C=C\C2=CC=C(C=C2)C(=O)N2CCCCC2)C2OCCCC2 (4-[6-(4-Hydroxy-phenyl)-3-{(E)-2-[4-(piperidine-1-carbonyl)phenyl]-vinyl}-1-(tetrahydro-pyran-2-yl)-1H-pyrazolo[3,4-b]pyridine-4-carbonyl]-piperazine-1-carboxylic acid tert-butyl ester), Cl (HCl). The solvent is CO (methanol), O1CCOCC1 (dioxane). Run at time 18 hour. Yields the product hydrochloride salt, OC1=CC=C(C=C1)C1=CC(=C2C(=N1)NN=C2\C=C\C2=CC=C(C=C2)C(=O)N2CCCCC2)C(=O)N2CCNCC2 ((6-(4-Hydroxy-phenyl)-3-{(E)-2-[4-(piperidine-1-carbonyl)-phenyl]-vinyl}-1H-pyrazolo[3,4-b]pyridin-4-yl)-piperazin-1-yl-methanone). Isolated yield 93.2%. RXN SMILES: C(OC([N:8]1[CH2:13][CH2:12][N:11]([C:14]([C:16]2[C:17]3[C:31](/[CH:32]=[CH:33]/[C:34]4[CH:39]=[CH:38][C:37]([C:40]([N:42]5[CH2:47][CH2:46][CH2:45][CH2:44][CH2:43]5)=[O:41])=[CH:36][CH:35]=4)=[N:30][N:29](C4CCCCO4)[C:18]=3[N:19]=[C:20]([C:22]3[CH:27]=[CH:26][C:25]([OH:28])=[CH:24][CH:23]=3)[CH:21]=2)=[O:15])[CH2:10][CH2:9]1)=O)(C)(C)C.Cl.C(OCC)C>CO.O1CCOCC1>[OH:28][C:25]1[CH:26]=[CH:27][C:22]([C:20]2[N:19]=[C:18]3[NH:29][N:30]=[C:31](/[CH:32]=[CH:33]/[C:34]4[CH:35]=[CH:36][C:37]([C:40]([N:42]5[CH2:43][CH2:44][CH2:45][CH2:46][CH2:47]5)=[O:41])=[CH:38][CH:39]=4)[C:17]3=[C:16]([C:14]([N:11]3[CH2:10][CH2:9][NH:8][CH2:13][CH2:12]3)=[O:15])[CH:21]=2)=[CH:23][CH:24]=1. Procedure: To a solution of 4-[4-[6-(4-Hydroxy-phenyl)-3-{(E)-2-[4-(piperidine-1-carbonyl)phenyl]-vinyl}-1-(tetrahydro-pyran-2-yl)-1H-pyrazolo[3,4-b]pyridine-4-carbonyl]-piperazine-1-carboxylic acid tert-butyl ester (0.25 g, 0.35 mmol) in methanol (5 ml) was added 4N HCl in dioxane (0.9 ml). The reaction mixture was stirred at room temperature for 18 hours, diethyl ether was then added, the resulting precipitated was filtered and washed once with diethyl ether to afford the hydrochloride salt of the title ...